Dataset: the Open Reaction Database (ORD), a public repository of structured organic reaction records. Task: describe an organic reaction: reactants, conditions, products, and yield Procedure: Dissolve (3R,5S)-3-[3,5-Dichloro-4′-(4-trifluoromethyl-piperidine-1-carbonyl)-biphenyl-4-ylmethyl]-5-hydroxymethyl-dihydro-furan-2-one (1.5 g, 1 eq.) in THF (10 mL) and then add 2 N NaOH (3 mL). Allow the reaction to stir at room temperature for 1 hour with vigorous stirring. TLC (50% EtOAc/Heptane) shows the complete consumption of starting material. Add dropwise a solution of periodic acid (1.5 g, 2.3 eq.) in water (5 mL). The reaction becomes a white slurry with a small exotherm. After ˜1 hou... Reaction conditions: time 1 hour. Starting materials: I(=O)(=O)(=O)O (periodic acid), ClC=1C=C(C=C(C1C[C@H]1C(O[C@@H](C1)CO)=O)Cl)C1=CC=C(C=C1)C(=O)N1CCC(CC1)C(F)(F)F ((3R,5S)-3-[3,5-Dichloro-4′-(4-trifluoromethyl-piperidine-1-carbonyl)-biphenyl-4-ylmethyl]-5-hydroxymethyl-dihydro-furan-2-one), [OH-].[Na+] (NaOH), CCOC(=O)C.CCCCCCC (EtOAc Heptane), CCOC(=O)C.CCCCCCC (EtOAc Heptane). Run in Cl (HCl), O (water), C1CCOC1 (THF). Isolated yield 68.0%. Yields the product ClC=1C=C(C=C(C1C[C@H]1C(OC(C1)O)=O)Cl)C1=CC=C(C=C1)C(=O)N1CCC(CC1)C(F)(F)F ((R)-3-[3,5-Dichloro-4′-(4-trifluoromethyl-piperidine-1-carbonyl)-biphenyl-4-ylmethyl]-5-hydroxy-dihydro-furan-2-one). RXN SMILES: [Cl:1][C:2]1[CH:3]=[C:4]([C:18]2[CH:23]=[CH:22][C:21]([C:24]([N:26]3[CH2:31][CH2:30][CH:29]([C:32]([F:35])([F:34])[F:33])[CH2:28][CH2:27]3)=[O:25])=[CH:20][CH:19]=2)[CH:5]=[C:6]([Cl:17])[C:7]=1[CH2:8][C@@H:9]1[CH2:13][C@@H:12](CO)[O:11][C:10]1=[O:16].[OH-].[Na+].CC[O:40]C(C)=O.CCCCCCC.I(O)(=O)(=O)=O>C1COCC1.O.Cl>[Cl:1][C:2]1[CH:3]=[C:4]([C:18]2[CH:19]=[CH:20][C:21]([C:24]([N:26]3[CH2:27][CH2:28][CH:29]([C:32]([F:34])([F:35])[F:33])[CH2:30][CH2:31]3)=[O:25])=[CH:22][CH:23]=2)[CH:5]=[C:6]([Cl:17])[C:7]=1[CH2:8][C@@H:9]1[CH2:13][CH:12]([OH:40])[O:11][C:10]1=[O:16] |f:1.2,3.4|. Starting materials: C(CCC)[Li] (n-butyllithium), BrC=1C=NC=CC1 (3-bromopyridine), C(=O)(OCC1=CC=CC=C1)N1CCC(CC1)=O (1-carbobenzyloxy-4-piperidone), N1=CC=CC=C1 (pyridine). The solvent is O1CCCC1 (tetrahydrofuran), O1CCCC1 (tetrahydrofuran). Conditions: time 18 hour. Yields the product C(=O)(OCC1=CC=CC=C1)N1CCC(CC1)(O)C=1C=NC=CC1 (1-Carbobenzyloxy-4-(3-pyridyl)piperidin-4-ol). The yield is 74.8%. RXN SMILES: C([Li])CCC.Br[C:7]1[CH:8]=[N:9][CH:10]=[CH:11][CH:12]=1.N1C=CC=CC=1.[C:19]([N:29]1[CH2:34][CH2:33][C:32](=[O:35])[CH2:31][CH2:30]1)([O:21][CH2:22][C:23]1[CH:28]=[CH:27][CH:26]=[CH:25][CH:24]=1)=[O:20]>O1CCCC1>[C:19]([N:29]1[CH2:30][CH2:31][C:32]([C:7]2[CH:8]=[N:9][CH:10]=[CH:11][CH:12]=2)([OH:35])[CH2:33][CH2:34]1)([O:21][CH2:22][C:23]1[CH:28]=[CH:27][CH:26]=[CH:25][CH:24]=1)=[O:20]. Procedure: To a cooled solution (-78° C.) of n-butyllithium (2.0M in hexane, 12.9 mL, 28.3 mmol, 1.2 eq) in tetrahydrofuran (200 mL) under nitrogen was added 3-bromopyridine (2.27 mL, 23.6 mmol, 1.1 eq). The solution became a dark green color as the pyridine was added. The reaction was stirred at this temperature for 1 h, at which time 1-carbobenzyloxy-4-piperidone (described in example 87c) (5.00 g, 21.4 mmol) was added as a tetrahydrofuran solution (20 mL). The cooling bath was removed and the reaction w... Starting materials: CC(C)([O-])C.[K+] (potassium t-butoxide), O=C(CCC(CC(=O)OC)C(C1=C(C=CC=C1)OC)=O)C (methyl 6-keto-3-o-methoxybenzoylheptanoate), resultant solution, Cl (HCl), resultant mixture. Run in O (water), C(C)(C)(C)O (t-butanol), C(C)(C)(C)O (t-butanol). Yields the product O=C1C=C(C(CC1)CC(=O)O)C1=C(C=CC=C1)OC ((4-keto- 2-o-methoxyphenyl-cyclohex-2-enyl)acetic acid). RXN SMILES: CC(C)([O-])C.[K+].[O:7]=[C:8]([CH3:27])[CH2:9][CH2:10][CH:11]([C:17](=O)[C:18]1[CH:23]=[CH:22][CH:21]=[CH:20][C:19]=1[O:24][CH3:25])[CH2:12][C:13]([O:15]C)=[O:14].Cl>C(O)(C)(C)C.O>[O:7]=[C:8]1[CH2:9][CH2:10][CH:11]([CH2:12][C:13]([OH:15])=[O:14])[C:17]([C:18]2[CH:23]=[CH:22][CH:21]=[CH:20][C:19]=2[O:24][CH3:25])=[CH:27]1 |f:0.1|. Procedure details: A solution of potassium t-butoxide (0.507 g.) in t-butanol (5 ml.) was added gradually to a stirred solution of (A) (1.2 g.) in t-butanol (10 ml.) maintained under an argon atmosphere and with external cooling to 20°-25° C. The resultant mixture was stirred for 15 minutes and then evaporated to give a sticky solid. This solid was dissolved in water. The resultant solution was acidified (1M HCl) to pH2 and extracted with ether. The extracts were shaken with 10% w/v sodium carbonate solution (3×20... Reactants: N1(C=NC=C1)C1CCC=2C=CC(=CC2C1=C)C(=O)OCC (ethyl 5,6,7,8-tetrahydro-7-(1H-imidazol-1-yl)-8-methylene-2-naphthalenecarboxylate), [OH-].[Na+] (sodium hydroxide), C(C)O (ethanol). Solvent: O (water). Yields the product N1(C=NC=C1)C1CCC=2C=CC(=CC2C1=C)C(=O)O (5,6,7,8-tetrahydro-7-(1H-imidazol-1-yl)-8-methylene-2-naphthalenecarboxylic acid). The yield is 84.5%. As a reaction SMILES: [N:1]1([CH:6]2[C:15](=[CH2:16])[C:14]3[CH:13]=[C:12]([C:17]([O:19]CC)=[O:18])[CH:11]=[CH:10][C:9]=3[CH2:8][CH2:7]2)[CH:5]=[CH:4][N:3]=[CH:2]1.[OH-].[Na+].C(O)C>O>[N:1]1([CH:6]2[C:15](=[CH2:16])[C:14]3[CH:13]=[C:12]([C:17]([OH:19])=[O:18])[CH:11]=[CH:10][C:9]=3[CH2:8][CH2:7]2)[CH:5]=[CH:4][N:3]=[CH:2]1 |f:1.2|. Reported procedure: A mixture of ethyl 5,6,7,8-tetrahydro-7-(1H-imidazol-1-yl)-8-methylene-2-naphthalenecarboxylate (0.46 g), sodium hydroxide (0.8 g), ethanol (40 ml) and water (5 ml) is heated under reflux for 2 hours. The solution is evaporated, the residue is dissolved in water and the solution, acidified with acetic acid, is extracted with methylene chlorid. The organic layer is dried over sodium sulfate and evaporated to give 0.35 g of 5,6,7,8-tetrahydro-7-(1H-imidazol-1-yl)-8-methylene-2-naphthalenecarboxyli...